Task: describe an organic reaction: reactants, conditions, products, and yield. Dataset: the Open Reaction Database (ORD), a public repository of structured organic reaction records Starting materials: CN1CCNCC1=O, Fc1cc2ncccc2cc1Cc1cnc2ccc(Cl)nn12, Cl. Product: CN1CCN(c2ccc3ncc(Cc4cc5cccnc5cc4F)n3n2)CC1=O. Reaction SMILES: [CH3:24][N:25]1[C:26](=[O:31])[CH2:27][NH:28][CH2:29][CH2:30]1.[Cl:1][c:2]1[cH:3][cH:4][c:5]2[n:6]([n:7]1)[c:8]([CH2:11][c:12]1[cH:13][c:14]3[cH:15][cH:16][cH:17][n:18][c:19]3[cH:20][c:21]1[F:22])[cH:9][n:10]2.[ClH:23]>>[c:2]1([N:28]2[CH2:27][C:26](=[O:31])[N:25]([CH3:24])[CH2:30][CH2:29]2)[cH:3][cH:4][c:5]2[n:6]([n:7]1)[c:8]([CH2:11][c:12]1[cH:13][c:14]3[cH:15][cH:16][cH:17][n:18][c:19]3[cH:20][c:21]1[F:22])[cH:9][n:10]2.